This data is from the Open Reaction Database (ORD), a public repository of structured organic reaction records. The task is: describe an organic reaction: reactants, conditions, products, and yield Starting materials: [H-].[Na+] (sodium hydride), N1=CC(=CC=C1)OC1=CC=C(C=O)C=C1 (4-(pyridin-3-yloxy)benzaldehyde), C(C)OP(=O)(OCC)CC(=O)OCC (ethyl diethylphosphonoacetate), O (water). Solvent: O1CCCC1 (tetrahydrofuran), O1CCCC1 (tetrahydrofuran), O1CCCC1 (tetrahydrofuran). The product is N1=CC(=CC=C1)OC1=CC=C(C=C1)/C=C/C(=O)OCC (ethyl (E)-3-[4-(pyridin-3-yloxy)phenyl]acrylate). Isolated yield 89.8%. As a reaction SMILES: [H-].[Na+].C(OP([CH2:11][C:12]([O:14][CH2:15][CH3:16])=[O:13])(OCC)=O)C.[N:17]1[CH:22]=[CH:21][CH:20]=[C:19]([O:23][C:24]2[CH:31]=[CH:30][C:27]([CH:28]=O)=[CH:26][CH:25]=2)[CH:18]=1.O>O1CCCC1>[N:17]1[CH:22]=[CH:21][CH:20]=[C:19]([O:23][C:24]2[CH:31]=[CH:30][C:27](/[CH:28]=[CH:11]/[C:12]([O:14][CH2:15][CH3:16])=[O:13])=[CH:26][CH:25]=2)[CH:18]=1 |f:0.1|. Procedure: In 6 ml of anhydrous tetrahydrofuran was suspended 700 mg of sodium hydride (purity: 50%), and into the suspension was dropped a mixture of 3.65 g of ethyl diethylphosphonoacetate and 3 ml of anhydrous tetrahydrofuran at a temperature of 30° to 35° C., after which the resulting mixture was subjected to reaction at room temperature for one hour. To the reaction mixture was added dropwise a mixture of 3.0 g of 4-(pyridin-3-yloxy)benzaldehyde and 3 ml of anhydrous tetrahydrofuran at room temperatur... The reactants are BrCCC1=CC=CC=C1 (2-bromoethylbenzene), C1(=CC=CC=C1)C1=NNC(C2=CC=CC=C12)=O (4-phenyl-1(2H)-phthalazinone), [H-].[Na+] (sodium hydride), [H][H] (hydrogen), [OH-].[Na+] (NaOH). Solvent: O (water), CS(=O)C (DMSO). Conditions: time 1.5 hour. The product is C1(=CC=CC=C1)C1=NN(C(C2=CC=CC=C12)=O)CCC1=CC=CC=C1 (4-phenyl-2-(2-phenylethyl)-1(2H)-phthalazinone). Isolated yield 95.1%. Reaction SMILES: [C:1]1([C:7]2[C:16]3[C:11](=[CH:12][CH:13]=[CH:14][CH:15]=3)[C:10](=[O:17])[NH:9][N:8]=2)[CH:6]=[CH:5][CH:4]=[CH:3][CH:2]=1.[H-].[Na+].[H][H].Br[CH2:23][CH2:24][C:25]1[CH:30]=[CH:29][CH:28]=[CH:27][CH:26]=1.[OH-].[Na+]>CS(C)=O.O>[C:1]1([C:7]2[C:16]3[C:11](=[CH:12][CH:13]=[CH:14][CH:15]=3)[C:10](=[O:17])[N:9]([CH2:23][CH2:24][C:25]3[CH:30]=[CH:29][CH:28]=[CH:27][CH:26]=3)[N:8]=2)[CH:2]=[CH:3][CH:4]=[CH:5][CH:6]=1 |f:1.2,5.6|. Procedure: Eighty-five grams (0.38 moles) of 4-phenyl-1(2H)-phthalazinone was added to 18.4 g (0.47 moles) of sodium hydride in 1 L of DMSO in four portions. The mixture was stirred for two hours at room temperature until evolution of hydrogen had ceased, and 95.5 g (0.52 moles) of 2-bromoethylbenzene was added. The mixture was stirred 1.5 hours at room temperature, 1 L of 2N NaOH was added and the slurry was poured into 1 L of water. The product was filtered off and dried to yield 118 g (95%) of 4-phenyl-...